The task is: describe an organic reaction: reactants, conditions, products, and yield. This data is from the Open Reaction Database (ORD), a public repository of structured organic reaction records. Reactants: S(N)(OC1=CC=C(C=C1)C=1OC(=NN1)[C@@H]([C@H](C)O[Si](C)(C)C(C)(C)C)NC1=C(C(=C(C=C1)C#N)Cl)C)(=O)=O (4-(5-((1R,2S)-2-(tert-butyldimethylsilyloxy)-1-(3-chloro-4-cyano-2-methylphenylamino)propyl)-1,3,4-oxadiazol-2-yl)phenyl sulfamate), CCCC[N+](CCCC)(CCCC)CCCC.[F-] (TBAF). The solvent is C1CCOC1 (THF). Reaction conditions: time 2 hour. The product is S(N)(OC1=CC=C(C=C1)C=1OC(=NN1)[C@@H]([C@H](C)O)NC1=C(C(=C(C=C1)C#N)Cl)C)(=O)=O (4-(5-((1R,2S)-1-(3-Chloro-4-cyano-2-methylphenylamino)-2-hydroxypropyl)-1,3,4-oxadiazol-2-yl)phenyl sulfamate). Isolated yield 99.6%. As a reaction SMILES: [S:1](=[O:38])(=[O:37])([O:3][C:4]1[CH:9]=[CH:8][C:7]([C:10]2[O:11][C:12]([C@H:15]([NH:26][C:27]3[CH:32]=[CH:31][C:30]([C:33]#[N:34])=[C:29]([Cl:35])[C:28]=3[CH3:36])[C@@H:16]([O:18][Si](C(C)(C)C)(C)C)[CH3:17])=[N:13][N:14]=2)=[CH:6][CH:5]=1)[NH2:2].CCCC[N+](CCCC)(CCCC)CCCC.[F-]>C1COCC1>[S:1](=[O:38])(=[O:37])([O:3][C:4]1[CH:5]=[CH:6][C:7]([C:10]2[O:11][C:12]([C@H:15]([NH:26][C:27]3[CH:32]=[CH:31][C:30]([C:33]#[N:34])=[C:29]([Cl:35])[C:28]=3[CH3:36])[C@@H:16]([OH:18])[CH3:17])=[N:13][N:14]=2)=[CH:8][CH:9]=1)[NH2:2] |f:1.2|. Procedure: To a pre-cooled (0° C.) solution of 4-(5-((1R,2S)-2-(tert-butyldimethylsilyloxy)-1-(3-chloro-4-cyano-2-methylphenylamino)propyl)-1,3,4-oxadiazol-2-yl)phenyl sulfamate (190 mg, 0.422 mmol) in THF (20 mL) was added TBAF (0.63 mL, 0.63 mmol, 1 M solution in THF) dropwise. The mixture was allowed to warm to room temperature and stirred for two hours, whereupon, concentration under reduced pressure furnished a yellow oil (195 mg). The resulting residue was taken up in EtOAc (60 mL) and washed with H2... The reactants are O=C(C(CC(=O)OC)CN1CCCCC1)C=1C=NC=CC1 (methyl 4-oxo-3-(piperidylmethyl)-4-(3-pyridyl)butanoate). Run in C(C)O (ethanol), Cl.O1CCOCC1 (HCl dioxane). Product: N1=CC(=CC=C1)C(=O)C(CC(=O)OC)=C (Methyl 3-(3-Pyridylcarbonyl)but-3-enoate). Yield: 80.7%. As a reaction SMILES: [O:1]=[C:2]([C:16]1[CH:17]=[N:18][CH:19]=[CH:20][CH:21]=1)[CH:3]([CH2:9]N1CCCCC1)[CH2:4][C:5]([O:7][CH3:8])=[O:6]>C(O)C.Cl.O1CCOCC1>[N:18]1[CH:19]=[CH:20][CH:21]=[C:16]([C:2]([C:3](=[CH2:9])[CH2:4][C:5]([O:7][CH3:8])=[O:6])=[O:1])[CH:17]=1 |f:2.3|. Procedure details: A solution of methyl 4-oxo-3-(piperidylmethyl)-4-(3-pyridyl)butanoate (4 g) in ethanol (10 mL) and 4N HCl/dioxane (4.0 mL) was heated at 80° C. for 12 hrs. The reaction mixture was concentrated and purified on flash chromatography (SIO2, CHCl3: MeOH: CH3COOH=10: 1:0.5) to give 2.28 g of the title compound. Starting materials: FC1=CC=C(C=C1)N1N=NC(=C1C=O)C (3-(4-fluoro-phenyl)-5-methyl-3H-[1,2,3]triazole-4-carbaldehyde), [BH4-].[Na+] (sodiumborohydride), [Cl-].[NH4+] (ammonium chloride). Solvent: CO (MeOH). Run at temperature 0 celsius, time 30 minute. Product: FC1=CC=C(C=C1)N1N=NC(=C1CO)C ([3-(4-Fluoro-phenyl)-5-methyl-3H-[1,2,3]-triazol-4-yl]-methanol). The yield is 89.9%. RXN SMILES: [F:1][C:2]1[CH:7]=[CH:6][C:5]([N:8]2[C:12]([CH:13]=[O:14])=[C:11]([CH3:15])[N:10]=[N:9]2)=[CH:4][CH:3]=1.[BH4-].[Na+].[Cl-].[NH4+]>CO>[F:1][C:2]1[CH:3]=[CH:4][C:5]([N:8]2[C:12]([CH2:13][OH:14])=[C:11]([CH3:15])[N:10]=[N:9]2)=[CH:6][CH:7]=1 |f:1.2,3.4|. Procedure: To a solution of 3-(4-fluoro-phenyl)-5-methyl-3H-[1,2,3]triazole-4-carbaldehyde (2.28 g, 11 mmol) in MeOH (180 mL) was added sodiumborohydride (210 mg, 6.0 mmol) at 0° C., and the resulting mixture stirred at 0° C. for 30 min, The mixture was then poured into saturated ammonium chloride solution and extracted with ethyl acetate and the combined organic extracts washed with brine, dried over sodium sulphate, filtered and evaporated to afford the title compound (2.05 g, 89%) as a white solid. MS: ... The reactants are Cc1ccnc(Br)c1, OCc1ccnc(Br)c1, CC(C)(C)O, CC(C)(C)[O-], O=C(Nc1cc(C(F)(F)F)cc(C(F)(F)F)c1)N1CCN(c2nsnc2Cl)CC1, [K+]. Product: O=C(Nc1cc(C(F)(F)F)cc(C(F)(F)F)c1)N1CCN(c2nsnc2OCc2ccnc(Br)c2)CC1. Reaction SMILES: [Br:16][c:17]1[cH:18][c:19]([CH3:20])[cH:21][cH:22][n:23]1.[Br:7][c:8]1[n:9][cH:10][cH:11][c:12]([CH2:14][OH:15])[cH:13]1.[C:53]([OH:54])([CH3:55])([CH3:56])[CH3:57].[CH3:1][C:2]([CH3:3])([O-:4])[CH3:5].[F:24][C:25]([c:26]1[cH:27][c:28]([NH:36][C:37](=[O:38])[N:39]2[CH2:40][CH2:41][N:42]([c:45]3[n:46][s:47][n:48][c:49]3[Cl:50])[CH2:43][CH2:44]2)[cH:29][c:30]([C:32]([F:33])([F:34])[F:35])[cH:31]1)([F:51])[F:52].[K+:6]>>[Br:7][c:8]1[n:9][cH:10][cH:11][c:12]([CH2:14][O:15][c:49]2[c:45]([N:42]3[CH2:41][CH2:40][N:39]([C:37]([NH:36][c:28]4[cH:27][c:26]([C:25]([F:24])([F:51])[F:52])[cH:31][c:30]([C:32]([F:33])([F:34])[F:35])[cH:29]4)=[O:38])[CH2:44][CH2:43]3)[n:46][s:47][n:48]2)[cH:13]1. Starting materials: FC=1C=CC=C2C(=CC(=NC12)C(=O)N[C@@H]1[C@H](COCC1)O)CC=1C=NC(=CC1)OC (8-Fluoro-N-[(3R,4S)-3-hydroxytetrahydro-2H-pyran-4-yl]-4-[(6-methoxypyridin-3-yl)methyl]quinoline-2-carboxamide), I[Si](C)(C)C (iodotrimethylsilane), [Si](C)(C)(C)I (TMSI). Solvent: C(Cl)Cl (CH2Cl2). Reaction conditions: time 8 hour. The product is FC=1C=CC=C2C(=CC(=NC12)C(=O)N[C@@H]1[C@H](COCC1)O)CC=1C=NC(=CC1)O (8-Fluoro-4-[(6-hydroxypyridin-3-yl)methyl]-N-[(3R,4S)-3-hydroxytetrahydro-2H-pyran-4-yl]quinoline-2-carboxamide). RXN SMILES: [F:1][C:2]1[CH:3]=[CH:4][CH:5]=[C:6]2[C:11]=1[N:10]=[C:9]([C:12]([NH:14][C@H:15]1[CH2:20][CH2:19][O:18][CH2:17][C@@H:16]1[OH:21])=[O:13])[CH:8]=[C:7]2[CH2:22][C:23]1[CH:24]=[N:25][C:26]([O:29]C)=[CH:27][CH:28]=1.I[Si](C)(C)C>C(Cl)Cl>[F:1][C:2]1[CH:3]=[CH:4][CH:5]=[C:6]2[C:11]=1[N:10]=[C:9]([C:12]([NH:14][C@H:15]1[CH2:20][CH2:19][O:18][CH2:17][C@@H:16]1[OH:21])=[O:13])[CH:8]=[C:7]2[CH2:22][C:23]1[CH:24]=[N:25][C:26]([OH:29])=[CH:27][CH:28]=1. Reported procedure: To a solution of Example 19 (31.2 mg, 0.076 mmol) in CH2Cl2 (506 μl) at 0° C. was added iodotrimethylsilane (20.6 μl, 0.152 mmol). The mixture was stirred at room temperature for overnight. Second portion of TMSI was added and the reaction was heated to 50° C. for 2 h. The reaction mixture was quenched w/H2O, extracted w/EtOAc. The combined organic layers were dried (Na2SO4), filtered, cone. The residue was purified by reverse phase HPLC (C-18 column, 3-70% MeCN in H2O with both containing 0.05%... The reactants are CCOC(C)=O, CS(C)=O, [Cl-], COC(=O)C(C(=O)OC)c1c(Cl)cnc2ccc(OC)nc12, [Li+], O. Product: COC(=O)Cc1c(Cl)cnc2ccc(OC)nc12. RXN SMILES: [CH3:26][CH2:27][O:28][C:29](=[O:30])[CH3:31].[CH3:32][S:33]([CH3:34])=[O:35].[Cl-:24].[Cl:1][c:2]1[cH:3][n:4][c:5]2[cH:6][cH:7][c:8]([O:21][CH3:22])[n:9][c:10]2[c:11]1[CH:12]([C:13](=[O:14])[O:15][CH3:16])[C:17]([O:18][CH3:19])=[O:20].[Li+:23].[OH2:25]>>[Cl:1][c:2]1[cH:3][n:4][c:5]2[cH:6][cH:7][c:8]([O:21][CH3:22])[n:9][c:10]2[c:11]1[CH2:12][C:13](=[O:14])[O:15][CH3:16].